Dataset: the Open Reaction Database (ORD), a public repository of structured organic reaction records. Task: describe an organic reaction: reactants, conditions, products, and yield Starting materials: ClC1=NC(=NC(=C1)C(F)(F)F)C1=NC=CN=C1 (4-chloro-2-(2-pyrazinyl)-6-trifluoromethylpyrimidine), COC1=C(N)C=C(C=C1)[N+](=O)[O-] (2-methoxy-5-nitroaniline). Yields the product COC1=C(NC2=NC(=NC(=C2)C(F)(F)F)C2=NC=CN=C2)C=C(C=C1)[N+](=O)[O-] (4-(2-Methoxy-5-nitroanilino)-2-(2-pyrazinyl)-6-trifluoromethylpyrimidine), solid. Yield: 51.0%. RXN SMILES: Cl[C:2]1[CH:7]=[C:6]([C:8]([F:11])([F:10])[F:9])[N:5]=[C:4]([C:12]2[CH:17]=[N:16][CH:15]=[CH:14][N:13]=2)[N:3]=1.[CH3:18][O:19][C:20]1[CH:26]=[CH:25][C:24]([N+:27]([O-:29])=[O:28])=[CH:23][C:21]=1[NH2:22]>>[CH3:18][O:19][C:20]1[CH:26]=[CH:25][C:24]([N+:27]([O-:29])=[O:28])=[CH:23][C:21]=1[NH:22][C:2]1[CH:7]=[C:6]([C:8]([F:11])([F:10])[F:9])[N:5]=[C:4]([C:12]2[CH:17]=[N:16][CH:15]=[CH:14][N:13]=2)[N:3]=1. Reported procedure: The title compound was prepared from 4-chloro-2-(2-pyrazinyl)-6-trifluoromethylpyrimidine (40 mg, 0.153 mmol) and 2-methoxy-5-nitroaniline (39 mg, 0.230 mmol), similar to Example 180 and was isolated as a yellow solid (30 mg, 51%). 1H NMR (CDCl3): 9.760 (d, J=1.5 Hz, 1H), 8.86 (dd, J=1.8, 2.7 Hz, 1H), 8.74 (d, J=2.4 Hz, 1H), 8.10 (dd, J=2.7, 9.0 Hz, 1H), 7.34 (s, 1H), 7.07 (d, J=9.0 Hz, 1H), 4.08 (s, 3H). Reactants: C1CCOC1, C[Si](C)(C)N=C=O, CN(C)c1ccncc1, C=CCC(NC1CCN(C(=O)OCc2ccccc2)CC1)C(=O)OC. The product is C=CCC1C(=O)NC(=O)N1C1CCN(C(=O)OCc2ccccc2)CC1. RXN SMILES: [CH2:42]1[O:43][CH2:44][CH2:45][CH2:46]1.[CH3:1][Si:2]([CH3:3])([CH3:4])[N:5]=[C:6]=[O:7].[CH3:33][N:34]([c:35]1[cH:36][cH:37][n:38][cH:39][cH:40]1)[CH3:41].[CH3:8][O:9][C:10](=[O:11])[CH:12]([CH2:13][CH:14]=[CH2:15])[NH:16][CH:17]1[CH2:18][CH2:19][N:20]([C:23](=[O:24])[O:25][CH2:26][c:27]2[cH:28][cH:29][cH:30][cH:31][cH:32]2)[CH2:21][CH2:22]1>>[NH:5]1[C:6](=[O:7])[N:16]([CH:17]2[CH2:18][CH2:19][N:20]([C:23](=[O:24])[O:25][CH2:26][c:27]3[cH:28][cH:29][cH:30][cH:31][cH:32]3)[CH2:21][CH2:22]2)[CH:12]([CH2:13][CH:14]=[CH2:15])[C:10]1=[O:11].